From a dataset of the Open Reaction Database (ORD), a public repository of structured organic reaction records. describe an organic reaction: reactants, conditions, products, and yield Reaction SMILES: [I:1][C:2]1[CH:3]=[C:4]([CH3:9])[C:5]([NH2:8])=[N:6][CH:7]=1.Br[CH:11]([CH3:17])[C:12]([CH:14]1[CH2:16][CH2:15]1)=O.[Cl-].[Cl-].[Ca+2]>CN(C=O)C>[CH:14]1([C:12]2[N:8]=[C:5]3[C:4]([CH3:9])=[CH:3][C:2]([I:1])=[CH:7][N:6]3[C:11]=2[CH3:17])[CH2:16][CH2:15]1 |f:2.3.4|. Procedure: A mixture of 5-iodo-3-methylpyridin-2-amine (100 mg), 2-bromo-1-cyclopropylpropan-1-one (113 mg) and DMF (1 ml) was stirred at 80° C. under a dry atmosphere (CaCl2 tube) overnight. The mixture was quenched with saturated NaHCO3 solution and extracted with EtOAc. The organic layer was separated, washed with water and brine, dried over MgSO4 and concentrated in vacuo. The residue was purified by NH silica gel column chromatography (hexane/EtOAc) to give the title compound (69.3 mg) as a pale yello... The yield is 52.0%. The solvent is CN(C)C=O (DMF). Starting materials: IC=1C=C(C(=NC1)N)C (5-iodo-3-methylpyridin-2-amine), BrC(C(=O)C1CC1)C (2-bromo-1-cyclopropylpropan-1-one), [Cl-].[Cl-].[Ca+2] (CaCl2). The product is C1(CC1)C=1N=C2N(C=C(C=C2C)I)C1C (2-Cyclopropyl-6-iodo-3,8-dimethylimidazo[1,2-a]pyridine).